Dataset: the Open Reaction Database (ORD), a public repository of structured organic reaction records. Task: describe an organic reaction: reactants, conditions, products, and yield Starting materials: CC(C)(C)OC(=O)NC(CCO)Cc1ccc(Br)cc1, C=C(OCC)[Sn](CCCC)(CCCC)CCCC, C1COCCO1, Cl[Pd]Cl, c1ccc(P(c2ccccc2)c2ccccc2)cc1, c1ccc(P(c2ccccc2)c2ccccc2)cc1. Yields the product C=C(OCC)c1ccc(CC(CCO)NC(=O)OC(C)(C)C)cc1. Reaction SMILES: [Br:1][c:2]1[cH:3][cH:4][c:5]([CH2:8][CH:9]([CH2:10][CH2:11][OH:12])[NH:13][C:14]([O:15][C:16]([CH3:17])([CH3:18])[CH3:19])=[O:20])[cH:6][cH:7]1.[CH2:21]([Sn:22]([CH2:23][CH2:24][CH2:25][CH3:31])([C:26](=[CH2:27])[O:28][CH2:29][CH3:30])[CH2:32][CH2:33][CH2:34][CH3:35])[CH2:36][CH2:37][CH3:38].[O:39]1[CH2:40][CH2:41][O:42][CH2:43][CH2:44]1.[Pd:45]([Cl:46])[Cl:47].[c:48]1([P:49]([c:50]2[cH:51][cH:52][cH:53][cH:54][cH:55]2)[c:56]2[cH:57][cH:58][cH:59][cH:60][cH:61]2)[cH:62][cH:63][cH:64][cH:65][cH:66]1.[c:67]1([P:68]([c:69]2[cH:70][cH:71][cH:72][cH:73][cH:74]2)[c:75]2[cH:76][cH:77][cH:78][cH:79][cH:80]2)[cH:81][cH:82][cH:83][cH:84][cH:85]1>>[c:2]1([C:26](=[CH2:27])[O:28][CH2:29][CH3:30])[cH:3][cH:4][c:5]([CH2:8][CH:9]([CH2:10][CH2:11][OH:12])[NH:13][C:14]([O:15][C:16]([CH3:17])([CH3:18])[CH3:19])=[O:20])[cH:6][cH:7]1. The reactants are BrCC1CC1, O=C([O-])[O-], CCO, [K+], [K+], NC(=O)c1ccccc1O. The product is NC(=O)c1ccccc1OCC1CC1. RXN SMILES: [Br:17][CH2:18][CH:19]1[CH2:20][CH2:21]1.[C:11](=[O:12])([O-:13])[O-:14].[CH3:22][CH2:23][OH:24].[K+:15].[K+:16].[NH2:1][C:2](=[O:3])[c:4]1[cH:5][cH:6][cH:7][cH:8][c:9]1[OH:10]>>[NH2:1][C:2](=[O:3])[c:4]1[cH:5][cH:6][cH:7][cH:8][c:9]1[O:10][CH2:18][CH:19]1[CH2:20][CH2:21]1.